Dataset: the Open Reaction Database (ORD), a public repository of structured organic reaction records. Task: describe an organic reaction: reactants, conditions, products, and yield The reactants are O=C1NC2=CC=CC=C2C(N1[C@H](C(=O)O)CC(C)C)=O ((S)-2-(2,4-dioxo-1,2-dihydroquinazolin-3(4H)-yl)-4-methylpentanoic acid), CI (MeI), Cl (HCl). Run in CO (MeOH). Run at temperature 80 celsius, time 8 hour. The product is CC(C[C@@H](C(=O)O)N1C(N(C2=CC=CC=C2C1=O)C)=O)C ((S)-4-methyl-2-(1-methyl-2,4-dioxo-1,2-dihydroquinazolin-3(4H)-yl)pentanoic acid). As a reaction SMILES: [O:1]=[C:2]1[N:11]([C@@H:12]([CH2:16][CH:17]([CH3:19])[CH3:18])[C:13]([OH:15])=[O:14])[C:10](=[O:20])[C:9]2[C:4](=[CH:5][CH:6]=[CH:7][CH:8]=2)[NH:3]1.[CH3:21]I.Cl>CO>[CH3:19][CH:17]([CH3:18])[CH2:16][C@H:12]([N:11]1[C:10](=[O:20])[C:9]2[C:4](=[CH:5][CH:6]=[CH:7][CH:8]=2)[N:3]([CH3:21])[C:2]1=[O:1])[C:13]([OH:15])=[O:14]. Reported procedure: To a solution of Compound 1 (0.5 g, 1.8 mmol) in 10 mL of MeOH/1N NaOH aq. solution (1:1) was added MeI (2 mL). The mixture was stirred at 80° C. in sealed tube overnight. The mixture was neutralized with concentrated HCl. Extracted by EtOAc and dried over MgSO4. Removing solvent gave the crude acid product, which used for next step without further purification. [M+H] calc'd for C15H18N2O4, 291; found, 291. Reactants: C(C)(C)(C)OC(NCCCN(S(=O)(=O)C)CC1=CC(=CC=C1)C1=NC(=NC=C1)Cl)=O ((3-{[3-(2-Chloro-pyrimidin-4-yl)-benzyl]-methanesulfonyl-amino}-propyl)-carbamic acid tert-butyl ester), C(CC1=CC=CC=C1)N (phenethylamine), 440. Product: NCCCN(S(=O)(=O)C)CC1=CC(=CC=C1)C1=NC(=NC=C1)NCCC1=CC=CC=C1 (N-(3-Amino-propyl)-N-[3-(2-phenethylamino-pyrimidin-4-yl)-benzyl]-methanesulfonamide). As a reaction SMILES: C(OC(=O)[NH:7][CH2:8][CH2:9][CH2:10][N:11]([CH2:16][C:17]1[CH:22]=[CH:21][CH:20]=[C:19]([C:23]2[CH:28]=[CH:27][N:26]=[C:25](Cl)[N:24]=2)[CH:18]=1)[S:12]([CH3:15])(=[O:14])=[O:13])(C)(C)C.[CH2:31]([NH2:39])[CH2:32][C:33]1[CH:38]=[CH:37][CH:36]=[CH:35][CH:34]=1>>[NH2:7][CH2:8][CH2:9][CH2:10][N:11]([CH2:16][C:17]1[CH:22]=[CH:21][CH:20]=[C:19]([C:23]2[CH:28]=[CH:27][N:26]=[C:25]([NH:39][CH2:31][CH2:32][C:33]3[CH:38]=[CH:37][CH:36]=[CH:35][CH:34]=3)[N:24]=2)[CH:18]=1)[S:12]([CH3:15])(=[O:13])=[O:14]. Procedure details: Intermediate 4 was coupled to phenethylamine following procedure F and the resulting product deprotected following procedure G. LC-MS showed the product had the expected M+H+ of 440. 1H NMR (Varian 300 MHz, CDCl3—CD3OD, shifts relative to the solvent peak at 7.24 ppm) δ 8.1 (m, 3H) 7.7 (m, 1H) 7.5 (m, 2H) 7.2 (m, 5H) 4.5 (d, 2H) 3.8 (m, 2H) 3.6 (m, 1H) 3.3 (m, 3H) 3.0 (m, 2H) 2.9 (s, 3H) 1.8 (m, 2H). RXN SMILES: [C:1]([O:5][C:6](=[O:20])[C:7]1[CH:19]=[CH:18][C:10]([C:11]([O:13]C(C)(C)C)=[O:12])=[CH:9][CH:8]=1)([CH3:4])([CH3:3])[CH3:2].[OH-].[K+].O>C(O)(C)(C)C>[C:1]([O:5][C:6](=[O:20])[C:7]1[CH:8]=[CH:9][C:10]([C:11]([OH:13])=[O:12])=[CH:18][CH:19]=1)([CH3:4])([CH3:2])[CH3:3] |f:1.2|. Run at temperature 60 celsius. Product: C(C)(C)(C)OC(C1=CC=C(C(=O)O)C=C1)=O (terephthalic acid mono tert butyl ester). Solvent: C(C)(C)(C)O (tert-butanol). Isolated yield 96.1%. Reactants: C(C)(C)(C)OC(C1=CC=C(C(=O)OC(C)(C)C)C=C1)=O (terephthalic acid di-tert-butyl ester), [OH-].[K+] (KOH), O (water). Reported procedure: A slurry of terephthalic acid di-tert-butyl ester (6.1 g, 0.022 mole) in tert-butanol (30 mL) was added to 1N KOH (22 mL, 0.022 mole). The mixture was heated to 60° C. for 7-8 hours. After cooling the mixture was treated with water and extracted 3 times with ethyl acetate. The aqueous layer was acidified with dilute HCL and the product was extracted into ethyl acetate. After washing of the organic layer with a saturated aqueous NaCl solution and drying over MgSO4, the solvent was filtered and co... Reactants: FC(C(CI)(F)F)F (1,1,2,2-Tetrafluoro-3-iodo propane), [N+](=O)([O-])C=1C=CC(=NC1)O (5-nitro-2-hydroxy pyridine), C([O-])([O-])=O.[K+].[K+] (potassium carbonate). The solvent is CN(C)C=O (DMF). Yields the product [N+](=O)([O-])C=1C=CC(=NC1)OCC(C(F)F)(F)F (5-nitro-2-(2,2,3,3-tetrafluoro-propoxy)pyridine). Isolated yield 77.5%. RXN SMILES: [F:1][CH:2]([F:8])[C:3]([F:7])([F:6])[CH2:4]I.[N+:9]([C:12]1[CH:13]=[CH:14][C:15]([OH:18])=[N:16][CH:17]=1)([O-:11])=[O:10].C(=O)([O-])[O-].[K+].[K+]>CN(C=O)C>[N+:9]([C:12]1[CH:13]=[CH:14][C:15]([O:18][CH2:4][C:3]([F:7])([F:6])[CH:2]([F:8])[F:1])=[N:16][CH:17]=1)([O-:11])=[O:10] |f:2.3.4|. Reported procedure: 1,1,2,2-Tetrafluoro-3-iodo propane (0.5 g, 2 mmol) was added to a mixture of 5-nitro-2-hydroxy pyridine (860 mg, 6.1 mmol) and potassium carbonate (1.4 g, 10 mmol) in DMF (10 ml) and the reaction heated at reflux for 6 hr. The reaction mixture was cooled to room temperature and filtered. The filtrate was diluted with ethyl acetate (50 ml), washed successively with bicarbonate solution, water, brine, and dried. Concentration to dryness yielded 5-nitro-2-(2,2,3,3-tetrafluoro-propoxy)pyridine (394 ...